This data is from the Open Reaction Database (ORD), a public repository of structured organic reaction records. The task is: describe an organic reaction: reactants, conditions, products, and yield The reactants are CO, [H][H], O=c1[nH]c2nccnc2n1C1CCN(Cc2ccccc2)CC1. Product: O=c1[nH]c2nccnc2n1C1CCNCC1. As a reaction SMILES: [CH3:26][OH:27].[H:24][H:25].[O:1]=[c:2]1[nH:3][c:4]2[c:5]([n:6][cH:7][cH:8][n:9]2)[n:10]1[CH:11]1[CH2:12][CH2:13][N:14]([CH2:17][c:18]2[cH:19][cH:20][cH:21][cH:22][cH:23]2)[CH2:15][CH2:16]1>>[O:1]=[c:2]1[nH:3][c:4]2[c:5]([n:6][cH:7][cH:8][n:9]2)[n:10]1[CH:11]1[CH2:12][CH2:13][NH:14][CH2:15][CH2:16]1. The reactants are FC1=CC=C(C=C1)C=1N=C(N(C1C1=CC=C(C=C1)F)C=CC=O)C(C)C (3-[4,5-bis(4-fluorophenyl)-2-(1-methylethyl)-1H-imidazol-1-yl]-2-propenal), II (iodine), C (charcoal). The solvent is C(Cl)(Cl)(Cl)Cl (carbon tetrachloride). Conditions: time 1 hour. Product: FC1=CC=C(C=C1)C=1N=C(N(C1C1=CC=C(C=C1)F)/C=C/C=O)C(C)C ((E)-3-[4,5-Bis(4-fluorophenyl)-2-(1-methylethyl)-1H-imidazol-1-yl]-2-propenal). Isolated yield 98.5%. Reaction SMILES: [F:1][C:2]1[CH:7]=[CH:6][C:5]([C:8]2[N:9]=[C:10]([CH:24]([CH3:26])[CH3:25])[N:11]([CH:20]=[CH:21][CH:22]=[O:23])[C:12]=2[C:13]2[CH:18]=[CH:17][C:16]([F:19])=[CH:15][CH:14]=2)=[CH:4][CH:3]=1.II.C>C(Cl)(Cl)(Cl)Cl>[F:1][C:2]1[CH:3]=[CH:4][C:5]([C:8]2[N:9]=[C:10]([CH:24]([CH3:26])[CH3:25])[N:11](/[CH:20]=[CH:21]/[CH:22]=[O:23])[C:12]=2[C:13]2[CH:18]=[CH:17][C:16]([F:19])=[CH:15][CH:14]=2)=[CH:6][CH:7]=1. Procedure details: To a solution of 3-[4,5-bis(4-fluorophenyl)-2-(1-methylethyl)-1H-imidazol-1-yl]-2-propenal (390 mg) as an E:Z (1:1) mixture in carbon tetrachloride (150 ml) was added iodine (0.1 g) and the reaction mixture was heated under reflux for 18 h using a 200W-tungsten lamp. After this period, activated charcoal (6 g) was added and heating was continued for a further 1 h. The mixture was filtered and the resulting pale yellow solution was evaporated to yield the title compound (384 mg) as a dull-white s...